From a dataset of the Open Reaction Database (ORD), a public repository of structured organic reaction records. describe an organic reaction: reactants, conditions, products, and yield Starting materials: BrC1=CC=C(C=C1)C1(CC1)C#N (1-(4-Bromo-phenyl)-cyclopropanecarbonitrile), [OH-].[Na+] (NaOH), CC(=O)O (AcOH). Solvent: [Cl-].[Na+].O (brine), CCO (EtOH). Run at temperature 100 celsius, time 6 hour. The product is COC(=O)C1(CC1)C1=CC=C(C=C1)Br (1-(4-Bromo-phenyl)-cyclopropanecarboxylic acid methyl ester). Reaction SMILES: [Br:1][C:2]1[CH:7]=[CH:6][C:5]([C:8]2([C:11]#N)[CH2:10][CH2:9]2)=[CH:4][CH:3]=1.[OH-:13].[Na+].C[C:16](O)=[O:17]>CCO.[Cl-].[Na+].O>[CH3:16][O:17][C:11]([C:8]1([C:5]2[CH:6]=[CH:7][C:2]([Br:1])=[CH:3][CH:4]=2)[CH2:10][CH2:9]1)=[O:13] |f:1.2,5.6.7|. Procedure details: To a solution of -(4-bromo-phenyl)-cyclopropanecarbonitrile from Step 1 in EtOH (0.2M) was added NaOH 25% (10 eq.). The mixture was stirred for 6 h at 100° C., quenched with AcOH (20 eq.), poured in brine, extracted with EtOAc (2×). The combined organic extracts were dried over MgSO4, filtered and concentrated. The residue was dissolved in CH2Cl2 and diazomethane was added portionwise until the esterification was completed by TLC. Flash chromatography (Hex:EtOAc; 9:1) afforded the title compound...